From a dataset of the Open Reaction Database (ORD), a public repository of structured organic reaction records. describe an organic reaction: reactants, conditions, products, and yield The reactants are CCN(CC)CCCCNc1ncc2cc(-c3c(Cl)cccc3Cl)c(N)nc2n1, [H-], [Na+], O=C=NC1CCCCC1, CN(C)C=O. The product is CCN(CC)CCCCNc1ncc2cc(-c3c(Cl)cccc3Cl)c(NC(=O)NC3CCCCC3)nc2n1. As a reaction SMILES: [Cl:1][c:2]1[c:3](-[c:9]2[cH:10][c:11]3[c:12]([n:13][c:14]([NH:17][CH2:18][CH2:19][CH2:20][CH2:21][N:22]([CH2:23][CH3:24])[CH2:25][CH3:26])[n:15][cH:16]3)[n:27][c:28]2[NH2:29])[c:4]([Cl:8])[cH:5][cH:6][cH:7]1.[H-:30].[Na+:31].[O:32]=[C:33]=[N:34][CH:35]1[CH2:36][CH2:37][CH2:38][CH2:39][CH2:40]1.[O:41]=[CH:42][N:43]([CH3:44])[CH3:45]>>[Cl:1][c:2]1[c:3](-[c:9]2[cH:10][c:11]3[c:12]([n:13][c:14]([NH:17][CH2:18][CH2:19][CH2:20][CH2:21][N:22]([CH2:23][CH3:24])[CH2:25][CH3:26])[n:15][cH:16]3)[n:27][c:28]2[NH:29][C:33](=[O:32])[NH:34][CH:35]2[CH2:36][CH2:37][CH2:38][CH2:39][CH2:40]2)[c:4]([Cl:8])[cH:5][cH:6][cH:7]1. Reactants: [OH-].[Na+] (sodium hydroxide), ClC=1C=C(C=CC1)C(C(=O)C1=CC=CC=C1)=O (1-(3-chlorophenyl)-2-phenylethanedione), N(C(=N)N)C=1NC2=C(N1)C=CC=C2 (2-guanidinobenzimidazole). Run in O (water), CO (methanol). The product is N1=C(NC2=C1C=CC=C2)N=C2NC1(C(NC(N1)=NC=1NC3=C(N1)C=CC=C3)(N2)C2=CC=CC=C2)C2=CC(=CC=C2)Cl (2,5-bis[2-benzimidazolylimino]-3a-(3-chlorophenyl)-6a-phenyl-1,2,3,3a,4,5,6,6a-octahydroimidazo[4,5-d]imidazole), crystals. The yield is 39.0%. Reaction SMILES: [Cl:1][C:2]1[CH:3]=[C:4]([C:8](=O)[C:9]([C:11]2[CH:16]=[CH:15][CH:14]=[CH:13][CH:12]=2)=O)[CH:5]=[CH:6][CH:7]=1.[NH:18]([C:22]1[NH:23][C:24]2[CH:30]=[CH:29][CH:28]=[CH:27][C:25]=2[N:26]=1)[C:19]([NH2:21])=[NH:20].[OH-].[Na+]>CO.O>[N:26]1[C:25]2[CH:27]=[CH:28][CH:29]=[CH:30][C:24]=2[NH:23][C:22]=1[N:18]=[C:19]1[NH:21][C:9]2([C:11]3[CH:16]=[CH:15][CH:14]=[CH:13][CH:12]=3)[NH:21][C:19](=[N:18][C:22]3[NH:26][C:25]4[CH:27]=[CH:28][CH:29]=[CH:30][C:24]=4[N:23]=3)[NH:20][C:8]2([C:4]2[CH:5]=[CH:6][CH:7]=[C:2]([Cl:1])[CH:3]=2)[NH:20]1 |f:2.3|. Procedure details: Following the procedure of Example 1, 1-(3-chlorophenyl)-2-phenylethanedione (0.25 g, 1.0 mmol) and 2-guanidinobenzimidazole (0.215 g, 1.2 mmol) in methanol (12 mL) was treated with a solution of sodium hydroxide (48 mg, 1.2 mmol) in 1.2 mL of water. The title compound was isolated as pale yellow crystals (130 mg, 39% yield). MS (ESI) m/z 559 [M+H]+.